From a dataset of the Open Reaction Database (ORD), a public repository of structured organic reaction records. describe an organic reaction: reactants, conditions, products, and yield Starting materials: ClC=1C=C(C(=O)OC)C=C(N1)C (methyl 2-chloro-6-methylisonicotinate), C(C)(=O)N (acetamide), P(=O)([O-])([O-])[O-].[K+].[K+].[K+] (tripotassium phosphate). Reagents/catalysts: C=1C=CC(=CC1)/C=C/C(=O)/C=C/C2=CC=CC=C2.C=1C=CC(=CC1)/C=C/C(=O)/C=C/C2=CC=CC=C2.C=1C=CC(=CC1)/C=C/C(=O)/C=C/C2=CC=CC=C2.[Pd].[Pd] (tris(dibenzylideneacetone)dipalladium(0)), C1(=CC=CC=C1)P(C1=CC=CC=2C(C3=CC=CC(=C3OC12)P(C1=CC=CC=C1)C1=CC=CC=C1)(C)C)C1=CC=CC=C1 (4,5-bis(diphenylphosphino)-9,9-dimethylxanthene). Run in O1CCOCC1 (1,4-dioxane). Reaction conditions: temperature 150 celsius. Yields the product C(C)(=O)NC=1C=C(C(=O)OC)C=C(N1)C (methyl 2-acetamido-6-methylisonicotinate). Yield: 88.5%. As a reaction SMILES: Cl[C:2]1[CH:3]=[C:4]([CH:9]=[C:10]([CH3:12])[N:11]=1)[C:5]([O:7][CH3:8])=[O:6].[C:13]([NH2:16])(=[O:15])[CH3:14].P([O-])([O-])([O-])=O.[K+].[K+].[K+]>C1C=CC(/C=C/C(/C=C/C2C=CC=CC=2)=O)=CC=1.C1C=CC(/C=C/C(/C=C/C2C=CC=CC=2)=O)=CC=1.C1C=CC(/C=C/C(/C=C/C2C=CC=CC=2)=O)=CC=1.[Pd].[Pd].C1(P(C2C=CC=CC=2)C2C3OC4C(=CC=CC=4P(C4C=CC=CC=4)C4C=CC=CC=4)C(C)(C)C=3C=CC=2)C=CC=CC=1.O1CCOCC1>[C:13]([NH:16][C:2]1[CH:3]=[C:4]([CH:9]=[C:10]([CH3:12])[N:11]=1)[C:5]([O:7][CH3:8])=[O:6])(=[O:15])[CH3:14] |f:2.3.4.5,6.7.8.9.10|. Procedure: A mixture of methyl 2-chloro-6-methylisonicotinate (2.00 g, 10.8 mmol), acetamide (1.27 g, 21.6 mmol), tris(dibenzylideneacetone)dipalladium(0) (0.20 g, 0.22 mmol), 4,5-bis(diphenylphosphino)-9,9-dimethylxanthene (0.37 g, 0.65 mmol), tripotassium phosphate (2.74 g, 12.9 mmol) and 1,4-dioxane (26 mL) is heated by microwave irradiation at 150° C. for 1 hr. After cooling to room temperature, the mixture is filtered through a pad of celite. The filtrate is concentrated under reduced pressure and the...